Dataset: the Open Reaction Database (ORD), a public repository of structured organic reaction records. Task: describe an organic reaction: reactants, conditions, products, and yield Solvent: C1(=CC=CC=C1)C (toluene). Reaction SMILES: Cl[CH:2]([Cl:9])[C:3]([CH3:8])([CH3:7])[C:4](Cl)=[O:5].C[O:11][P:12]([C:19]1[CH:24]=[CH:23][CH:22]=[CH:21][CH:20]=1)[C:13]1[CH:18]=[CH:17][CH:16]=[CH:15][CH:14]=1.C[Cl:26]>C1(C)C=CC=CC=1>[C:13]1([P:12](=[O:11])([C:19]2[CH:24]=[CH:23][CH:22]=[CH:21][CH:20]=2)[C:4](=[O:5])[C:3]([CH2:2][Cl:9])([CH2:8][Cl:26])[CH3:7])[CH:18]=[CH:17][CH:16]=[CH:15][CH:14]=1. Reported procedure: 3.8 g (0.02 mol) of dichloropivaloyl chloride are introduced into 20 ml of toluene and heated to 80° C. 4.3 g (0.02 mol) of methoxydiphenylphosphine are added dropwise in the course of about 5 minutes to this solution, methyl chloride escaping. After stirring for 1 hour at 80° C., the slightly yellow solution is cooled to room temperature and evaporated in a rotary evaporator. After purification by means of chromatography (solvent: hexane/ethyl acetate 3:1), this gives 1.6 g, i.e. 22.8% of theor... Product: C1(=CC=CC=C1)P(C(C(C)(CCl)CCl)=O)(C1=CC=CC=C1)=O (diphenyl-[2,2-bis-(chloromethyl)-propionyl]-phosphine oxide). The reactants are COP(C1=CC=CC=C1)C1=CC=CC=C1 (methoxydiphenylphosphine), CCl (methyl chloride), ClC(C(C(=O)Cl)(C)C)Cl (dichloropivaloyl chloride). Run at temperature 80 celsius, time 1 hour. Yields the product ClC1=[N+]2Cc3ccccc3CC2CS1, [Cl-]. As a reaction SMILES: [CH2:12]1[S:13][C:14](=[S:25])[N:15]2[CH2:16][c:17]3[cH:18][cH:19][cH:20][cH:21][c:22]3[CH2:23][CH:24]12.[CH3:5][c:6]1[cH:7][cH:8][cH:9][cH:10][cH:11]1.[Cl:1][C:2]([Cl:3])=[O:4].[O:26]1[CH2:27][CH2:28][CH2:29][CH2:30]1>>[C:2]1([Cl:3])=[N+:15]2[CH2:16][c:17]3[cH:18][cH:19][cH:20][cH:21][c:22]3[CH2:23][CH:24]2[CH2:12][S:13]1.[Cl-:1]. Starting materials: S=C1SCC2Cc3ccccc3CN12, Cc1ccccc1, O=C(Cl)Cl, C1CCOC1. Reactants: ClC1=NC2=CC=CC=C2C(=N1)NC1CCN(CC1)CC1=C(C=CC=C1OC)N(C)C (2-Chloro-N-(1-(2-(dimethylamino)-6-methoxybenzyl)piperidin-4-yl)quinazolin-4-amine), NCCCP(OCC)(OCC)=O (diethyl 3-aminopropylphosphonate). Run in CCCCO (n-BuOH). Conditions: temperature 117 celsius. The product is CN(C1=C(CN2CCC(CC2)NC2=NC(=NC3=CC=CC=C23)NCCCP(OCC)(OCC)=O)C(=CC=C1)OC)C (Diethyl 3-(4-(1-(2-(Dimethylamino)-6-methoxybenzyl)piperidin-4-ylamino)quinazolin-2-ylamino)propylphosphonate). As a reaction SMILES: Cl[C:2]1[N:11]=[C:10]([NH:12][CH:13]2[CH2:18][CH2:17][N:16]([CH2:19][C:20]3[C:25]([O:26][CH3:27])=[CH:24][CH:23]=[CH:22][C:21]=3[N:28]([CH3:30])[CH3:29])[CH2:15][CH2:14]2)[C:9]2[C:4](=[CH:5][CH:6]=[CH:7][CH:8]=2)[N:3]=1.[NH2:31][CH2:32][CH2:33][CH2:34][P:35](=[O:42])([O:39][CH2:40][CH3:41])[O:36][CH2:37][CH3:38]>CCCCO>[CH3:29][N:28]([CH3:30])[C:21]1[CH:22]=[CH:23][CH:24]=[C:25]([O:26][CH3:27])[C:20]=1[CH2:19][N:16]1[CH2:17][CH2:18][CH:13]([NH:12][C:10]2[C:9]3[C:4](=[CH:5][CH:6]=[CH:7][CH:8]=3)[N:3]=[C:2]([NH:31][CH2:32][CH2:33][CH2:34][P:35](=[O:42])([O:36][CH2:37][CH3:38])[O:39][CH2:40][CH3:41])[N:11]=2)[CH2:14][CH2:15]1. Procedure: Following General Procedure D, Compound 47 (50 mg, 0.12 mmol) and diethyl 3-aminopropylphosphonate (69 mg, 0.36 mmol) in n-BuOH (3 mL) were heated to 117° C. for 24 h with a reflux condenser. The product (Compound 81) was purified by preparative silica gel TLC plate 1000μ using 5% (7N NH3-MeOH) and 95% CH2Cl2 solution as eluent. Reactants: CC(C(=O)O)N1CCC(NS(=O)(=O)c2ccc3cc(Cl)ccc3c2)C1=O, CC(C)(C)OC(=O)NC1CCCNC1. Product: CC(C(=O)N1CCCC(NC(=O)OC(C)(C)C)C1)N1CCC(NS(=O)(=O)c2ccc3cc(Cl)ccc3c2)C1=O. Reaction SMILES: [Cl:1][c:2]1[cH:3][c:4]2[cH:5][cH:6][c:7]([S:12](=[O:13])(=[O:14])[NH:15][CH:16]3[C:17](=[O:26])[N:18]([CH:21]([C:22](=[O:23])[OH:24])[CH3:25])[CH2:19][CH2:20]3)[cH:8][c:9]2[cH:10][cH:11]1.[NH:27]1[CH2:28][CH:29]([NH:33][C:34]([O:35][C:36]([CH3:37])([CH3:38])[CH3:39])=[O:40])[CH2:30][CH2:31][CH2:32]1>>[Cl:1][c:2]1[cH:3][c:4]2[cH:5][cH:6][c:7]([S:12](=[O:13])(=[O:14])[NH:15][CH:16]3[C:17](=[O:26])[N:18]([CH:21]([C:22](=[O:23])[N:27]4[CH2:28][CH:29]([NH:33][C:34]([O:35][C:36]([CH3:37])([CH3:38])[CH3:39])=[O:40])[CH2:30][CH2:31][CH2:32]4)[CH3:25])[CH2:19][CH2:20]3)[cH:8][c:9]2[cH:10][cH:11]1. Reactants: CC#N, Cc1ccc(S(=O)(=O)OC=CC2=C(C(=O)OC(c3ccccc3)c3ccccc3)N3C(=O)C(NC(=O)OC(C)(C)C)C3S(=O)C2)cc1, Cc1ccc(S(=O)(=O)O)cc1. The product is Cc1ccc(S(=O)(=O)OC=CC2=C(C(=O)OC(c3ccccc3)c3ccccc3)N3C(=O)C(N)C3S(=O)C2)cc1. Reaction SMILES: [CH3:59][C:60]#[N:61].[CH:1]([c:2]1[cH:3][cH:4][cH:5][cH:6][cH:7]1)([c:8]1[cH:9][cH:10][cH:11][cH:12][cH:13]1)[O:14][C:15](=[O:16])[C:17]1=[C:24]([CH:25]=[CH:26][O:27][S:28](=[O:29])(=[O:30])[c:31]2[cH:32][cH:33][c:34]([CH3:35])[cH:36][cH:37]2)[CH2:23][S:22](=[O:38])[CH:21]2[N:18]1[C:19](=[O:47])[CH:20]2[NH:39][C:40]([O:41][C:42]([CH3:43])([CH3:44])[CH3:45])=[O:46].[c:48]1([CH3:49])[cH:50][cH:51][c:52]([S:53]([OH:54])(=[O:55])=[O:56])[cH:57][cH:58]1>>[CH:1]([c:2]1[cH:3][cH:4][cH:5][cH:6][cH:7]1)([c:8]1[cH:9][cH:10][cH:11][cH:12][cH:13]1)[O:14][C:15](=[O:16])[C:17]1=[C:24]([CH:25]=[CH:26][O:27][S:28](=[O:29])(=[O:30])[c:31]2[cH:32][cH:33][c:34]([CH3:35])[cH:36][cH:37]2)[CH2:23][S:22](=[O:38])[CH:21]2[N:18]1[C:19](=[O:47])[CH:20]2[NH2:39]. Starting materials: COC(=O)N[C@H](CC1CCC1)C(=O)O (methoxycarbonyl-3-cyclobutyl-D-alanine), Cl (HCl), O1CC1C (1,2-epoxy-propane). The product is C1(CCC1)C[C@@H](N)C(=O)O (3-Cyclobutyl-D-alanine). RXN SMILES: COC([NH:5][C@@H:6]([C:12]([OH:14])=[O:13])[CH2:7][CH:8]1[CH2:11][CH2:10][CH2:9]1)=O.Cl.O1C(C)C1>>[CH:8]1([CH2:7][C@H:6]([C:12]([OH:14])=[O:13])[NH2:5])[CH2:11][CH2:10][CH2:9]1. Procedure details: To 1.0 g (5 mmol) of methoxycarbonyl-3-cyclobutyl-D-alanine (Example 2, Step 2) 10 ml of 6M HCl is added and heated to reflux for 3 hours. The solution is evaporated at a pressure of 2.0-2.5 kPa, the residue is dissolved in 5 ml of water and evaporated to dryness and this process is repeated. The traces of water can be removed by azeotropic distillation with ethanol-benzene mixture. The residual oil is dissolved in 10 ml of ethanol and 5 mmol of 1,2-epoxy-propane is added. After cooling the prec... Starting materials: C(C)OC(=O)C1=C(N=C(O1)C1(CCCCC1)C)C (4-Methyl-2-(1-methyl-cyclohexyl)-oxazole-5-carboxylic acid ethyl ester), [H-].[Al+3].[Li+].[H-].[H-].[H-] (Lithium aluminum hydride), C(C)(=O)OCC (ethyl acetate), [Cl-].[NH4+] (ammonium chloride), ice. The solvent is O1CCCC1 (tetrahydrofuran), O1CCCC1 (tetrahydrofuran). Run at time 1 hour. The product is CC=1N=C(OC1CO)C1(CCCCC1)C ([4-Methyl-2-(1-methyl-cyclohexyl)-oxazol-5-yl]-methanol). Yield: 92.5%. RXN SMILES: [H-].[Al+3].[Li+].[H-].[H-].[H-].C([O:9][C:10]([C:12]1[O:16][C:15]([C:17]2([CH3:23])[CH2:22][CH2:21][CH2:20][CH2:19][CH2:18]2)=[N:14][C:13]=1[CH3:24])=O)C.C(OCC)(=O)C.[Cl-].[NH4+]>O1CCCC1>[CH3:24][C:13]1[N:14]=[C:15]([C:17]2([CH3:23])[CH2:22][CH2:21][CH2:20][CH2:19][CH2:18]2)[O:16][C:12]=1[CH2:10][OH:9] |f:0.1.2.3.4.5,8.9|. Reported procedure: 0.30 g Lithium aluminum hydride was dissolved in 10 ml dry tetrahydrofuran. 2.0 g 4-Methyl-2-(1-methyl-cyclohexyl)-oxazole-5-carboxylic acid ethyl ester, dissolved in 20 ml tetrahydrofuran, were added. The reaction mixture was stirred at room temperature over a period of one hour, then 50 ml ethyl acetate and 50 ml saturated ammonium chloride solution were added to the ice cooled mixture. The reaction mixture was extracted five times with portions of 60 ml of ethyl acetate. The combined organic ...